Dataset: the Open Reaction Database (ORD), a public repository of structured organic reaction records. Task: describe an organic reaction: reactants, conditions, products, and yield Starting materials: CN(C=O)C (dimethylformamide), dibenzimidazo(1,2a,1',2'-d)tetrahydropyrazine-6,13-dione, C(CC)(=O)NC1=CC=C(N)C=C1 (4-propionylaminoaniline), CO (methanol). The product is N1=C(NC2=C1C=CC=C2)C(=O)NC2=CC=CC=C2 (benzimidazole-2-carboxanilide). RXN SMILES: [C:1]([NH:5][C:6]1[CH:12]=[CH:11][C:9](N)=[CH:8][CH:7]=1)(=[O:4])[CH2:2]C.CO.C[N:16]([CH3:19])C=O>>[N:16]1[C:19]2[CH:11]=[CH:9][CH:8]=[CH:7][C:6]=2[NH:5][C:2]=1[C:1]([NH:5][C:6]1[CH:12]=[CH:11][CH:9]=[CH:8][CH:7]=1)=[O:4]. Procedure details: 14.4 g (0.05 mol) of dibenzimidazo(1,2a,1',2'-d)tetrahydropyrazine-6,13-dione and 30 g (0.18 mol) of 4-propionylaminoaniline are heated under reflux in 70 ml of dry dimethylformamide for 3 hours. After cooling down, about 700 ml of methanol are added. The precipitated solid is filtered off with suction and washed with methanol and dried to leave 20.7 g of the benzimidazole-2-carboxanilide of the formula ##STR93## Melting point 289°-291° C. The reactants are CNC(C#N)C1=CC=CC=C1 (2-(Methylamino)-2-phenylacetonitrile), C1(CCC(=O)O1)=O (succinic anhydride), N1=CC=CC=C1 (pyridine). Run in C(Cl)Cl (methylene chloride). Reaction conditions: time 8 hour. The product is C(#N)C(C1=CC=CC=C1)N(C(CCC(=O)O)=O)C (4-{[Cyano(phenyl)methyl](methyl)amino}-4-oxobutanoic acid). Reaction SMILES: [CH3:1][NH:2][CH:3]([C:6]1[CH:11]=[CH:10][CH:9]=[CH:8][CH:7]=1)[C:4]#[N:5].[C:12]1(=[O:18])[O:17][C:15](=[O:16])[CH2:14][CH2:13]1.N1C=CC=CC=1>C(Cl)Cl>[C:4]([CH:3]([N:2]([CH3:1])[C:12](=[O:18])[CH2:13][CH2:14][C:15]([OH:17])=[O:16])[C:6]1[CH:7]=[CH:8][CH:9]=[CH:10][CH:11]=1)#[N:5]. Reported procedure: A mixture of the compound obtained in Step A (9 mmol), succinic anhydride (7.5 mmol) and pyridine (1 ml) in methylene chloride (30 ml) is stirred overnight. After conventional treatment, the title compound is obtained in pure form. The reactants are CN1S(=O)(=O)C2=CC=CC=C2C1=O (N-methylsaccharin), ClCC(=O)OC (methyl chloroacetate), [O-]CC.[Na+] (sodium ethoxide). Solvent: CS(=O)C (dimethylsulfoxide), CS(=O)C (dimethylsulfoxide). The product is OC1=C(N(S(C2=C1C=CC=C2)(=O)=O)C)C(=O)OC (Methyl 4-hydroxy-2-methyl-2H-1,2-benzothiazine-3-carboxylate 1,1-dioxide). Reaction SMILES: [CH3:1][N:2]1[C:12](=[O:13])[C:11]2[C:6](=[CH:7][CH:8]=[CH:9][CH:10]=2)[S:3]1(=[O:5])=[O:4].Cl[CH2:15][C:16]([O:18][CH3:19])=[O:17].[O-]CC.[Na+]>CS(C)=O>[OH:13][C:12]1[C:11]2[CH:10]=[CH:9][CH:8]=[CH:7][C:6]=2[S:3](=[O:5])(=[O:4])[N:2]([CH3:1])[C:15]=1[C:16]([O:18][CH3:19])=[O:17] |f:2.3|. Reported procedure: In a manner similar to Examples 15 and 16, to a solution of 2.86 g. (50 mmoles) of N-methylsaccharin and 10.8 ml. (100 mmoles) of methyl chloroacetate in 17 ml. of dimethylsulfoxide was added 11.56 g. (170 mmoles) of sodium ethoxide in 63 ml. of dimethylsulfoxide over a period of 2.5 hours. Starting materials: N1CCC(CC1)C1=CC=C(C=C1)C1=NC=C2C=3N1CCC3NC(C=C2)=O (1-(4-Piperidin-4-yl-phenyl)-8,9-dihydro-7H-2,7,9a-triaza-benzo[cd]azulen-6-one), [K+].[Br-] (KBr), C22H24N4O, solid, N.C(Cl)(Cl)Cl (ammonia CHCl3). Yields the product CN1CCC(CC1)C1=CC=C(C=C1)C1=NC=C2C=3N1CCC3NC(C=C2)=O (1-[4-(1-Methyl-piperidin-4-yl)-phenyl]-8,9-dihydro-7H-2,7,9a-triaza-benzo[cd]azulen-6-one). As a reaction SMILES: [NH:1]1[CH2:6][CH2:5][CH:4]([C:7]2[CH:12]=[CH:11][C:10]([C:13]3[N:18]4[CH2:19][CH2:20][C:21]5[NH:22][C:23](=[O:26])[CH:24]=[CH:25][C:16]([C:17]=54)=[CH:15][N:14]=3)=[CH:9][CH:8]=2)[CH2:3][CH2:2]1.N.[CH:28](Cl)(Cl)Cl.[K+].[Br-]>>[CH3:28][N:1]1[CH2:6][CH2:5][CH:4]([C:7]2[CH:12]=[CH:11][C:10]([C:13]3[N:18]4[CH2:19][CH2:20][C:21]5[NH:22][C:23](=[O:26])[CH:24]=[CH:25][C:16]([C:17]=54)=[CH:15][N:14]=3)=[CH:9][CH:8]=2)[CH2:3][CH2:2]1 |f:1.2,3.4|. Procedure: The product was prepared from 1-(4-piperidin-4-yl-phenyl)-8,9-dihydro-7H-2,7,9a-triaza-benzo[cd]azulen-6-one (Example 137) following the procedure for Example 132 a white solid (77%): mp >240° C. (dec); Rf=0.21 (10% methanolic ammonia/CHCl3); IR (KBr) 1662, 1473, 1379, 1304 cm−1; 1H NMR (DMSO-d6) δ 1.69-1.81 (m, 4H), 2.00-2.07 (m, 2H), 2.23 (s, 3H), 2.53-2.58 (m, 1H), 2.89-2.93 (m, 2H), 3.51-3.52 (m, 2H), 4.45-4.47 (m, 2H), 7.34 (t, 1H, J=7.8 Hz), 7.45 (d, 2H, J=8.2 Hz), 7.79 (d, 2H, J=8.3 Hz), ... Reactants: COC(=O)C1=CC=C(C=C1)C (methyl-p-toluate), C1CC(=O)N(C1=O)Br (N-bromosuccimide). Reagents/catalysts: C(C1=CC=CC=C1)(=O)OOC(C1=CC=CC=C1)=O (benzoyl peroxide). Solvent: C(Cl)(Cl)(Cl)Cl (CCl4). Run at temperature 40 celsius. Product: COC(=O)C1=CC=C(CBr)C=C1 (4-methoxy carbonyl benzyl bromide). Yield: 91.7%. As a reaction SMILES: [CH3:1][O:2][C:3]([C:5]1[CH:10]=[CH:9][C:8]([CH3:11])=[CH:7][CH:6]=1)=[O:4].C1C(=O)N([Br:19])C(=O)C1>C(Cl)(Cl)(Cl)Cl.C(OOC(=O)C1C=CC=CC=1)(=O)C1C=CC=CC=1>[CH3:1][O:2][C:3]([C:5]1[CH:10]=[CH:9][C:8]([CH2:11][Br:19])=[CH:7][CH:6]=1)=[O:4]. Reported procedure: To a mixture of methyl-p-toluate (180 g, 1.2 mol) and N-bromosuccimide (235 g, 1.32 mol) in CCl4 (2 L) was added in portion benzoyl peroxide (18 g, 0.1 times) at 50° C. The mixture was refluxed for 5 h. Then the mixture was allowed to cool down to 40° C. and the solid was filtered off. The filtrate was concentrated to give 4-methoxy carbonyl benzyl bromide (252 g, 91%) as light yellow liquid. Isolated yield 0.7%. Procedure: The reaction conditions of Example 37 are substantially repeated employing 3-chloro-2-methyl-l-propene (181.1 g, 2.0 moles), dimethyl carbonate (450.0 g, 5.0 moles), 30.0 g of DOWEX® MWA-1 beads and p-methoxyphenol (1.0 g, 0.08 mole). After 2 hours at 150° C., distillation gives 37.7 g (15.3 percent yield based on 3-chloro-2-methyl-1-propene) of methallyl methyl carbonate, b.p. 89° C.-90° C. (100 torr) and 1.2 g (0.7 percent yield based on 3-chloro-2-methyl-l-propene) of bis(2-methylallyl)carbon... Conditions: time 2 hour. Starting materials: COC1=CC=C(C=C1)O (p-methoxyphenol), ClCC(=C)C (3-chloro-2-methyl-l-propene), C(OC)(OC)=O (dimethyl carbonate). As a reaction SMILES: Cl[CH2:2][C:3]([CH3:5])=[CH2:4].[C:6](=[O:11])([O:9][CH3:10])[O:7][CH3:8].CO[C:14]1[CH:19]=CC(O)=C[CH:15]=1>>[C:6](=[O:9])([O:7][CH3:8])[O:11][CH2:2][C:3](=[CH2:4])[CH3:5].[CH3:5][C:3](=[CH2:4])[CH2:2][O:7][C:6](=[O:11])[O:9][CH2:10][C:14]([CH3:19])=[CH2:15]. Yields the product C(OCC(C)=C)(OC)=O (methallyl methyl carbonate), CC(COC(OCC(=C)C)=O)=C (bis(2-methylallyl)carbonate). Starting materials: O=C([O-])[O-], CCn1c(-c2ccco2)n[nH]c1=S, COc1cccc(-c2nc(CSc3nc4ccccc4[nH]3)no2)c1, CCCCCCC, CCOC(C)=O, Clc1cc(-c2nc(COn3nnc4ccccc43)no2)cs1, [Cs+], [Cs+]. Yields the product CCn1c(SCc2noc(-c3csc(Cl)c3)n2)nnc1-c1ccco1. Reaction SMILES: [C:25](=[O:26])([O-:27])[O-:28].[CH2:53]([CH3:54])[n:55]1[c:56](=[S:65])[nH:57][n:58][c:59]1-[c:60]1[o:61][cH:62][cH:63][cH:64]1.[CH3:1][O:2][c:3]1[cH:4][c:5](-[c:6]2[o:7][n:8][c:9]([CH2:10][S:11][c:12]3[nH:13][c:14]4[cH:15][cH:16][cH:17][cH:18][c:19]4[n:20]3)[n:21]2)[cH:22][cH:23][cH:24]1.[CH3:66][CH2:67][CH2:68][CH2:69][CH2:70][CH2:71][CH3:72].[CH3:73][CH2:74][O:75][C:76]([CH3:77])=[O:78].[Cl:31][c:32]1[cH:33][c:34](-[c:37]2[n:38][c:39]([CH2:42][O:43][n:44]3[c:45]4[cH:46][cH:47][cH:48][cH:49][c:50]4[n:51][n:52]3)[n:40][o:41]2)[cH:35][s:36]1.[Cs+:29].[Cs+:30]>>[Cl:31][c:32]1[cH:33][c:34](-[c:37]2[n:38][c:39]([CH2:42][S:65][c:56]3[n:55]([CH2:53][CH3:54])[c:59](-[c:60]4[o:61][cH:62][cH:63][cH:64]4)[n:58][n:57]3)[n:40][o:41]2)[cH:35][s:36]1. Reactants: CC=1NC2=C(NC(C1C(=O)OCC)C1=CC(=CC=C1)[N+](=O)[O-])C=CC=C2 (2,5-dihydro-4-methyl-2-(3-nitrophenyl)-1H-1,5-benzodiazepine-3-carboxylic acid, ethyl ester), CI (methyl iodide). Solvent: CN(C=O)C (dimethylformamide), C(C)(=O)OCC (ethyl acetate). Reaction conditions: time 24 hour. Yields the product CN1C(C(=C(NC2=C1C=CC=C2)C)C(=O)OCC)C2=CC(=CC=C2)[N+](=O)[O-] (2,5-dihydro-1,4-dimethyl-2-(3-nitrophenyl)-1H-1,5-benzodiazepine-3-carboxylic acid, ethyl ester). As a reaction SMILES: [CH3:1][C:2]1[NH:3][C:4]2[CH:26]=[CH:25][CH:24]=[CH:23][C:5]=2[NH:6][CH:7]([C:14]2[CH:19]=[CH:18][CH:17]=[C:16]([N+:20]([O-:22])=[O:21])[CH:15]=2)[C:8]=1[C:9]([O:11][CH2:12][CH3:13])=[O:10].[CH3:27]I>CN(C)C=O.C(OCC)(=O)C>[CH3:27][N:6]1[C:5]2[CH:23]=[CH:24][CH:25]=[CH:26][C:4]=2[NH:3][C:2]([CH3:1])=[C:8]([C:9]([O:11][CH2:12][CH3:13])=[O:10])[CH:7]1[C:14]1[CH:19]=[CH:18][CH:17]=[C:16]([N+:20]([O-:22])=[O:21])[CH:15]=1. Procedure: A reaction mixture containing 2,5-dihydro-4-methyl-2-(3-nitrophenyl)-1H-1,5-benzodiazepine-3-carboxylic acid, ethyl ester (1,5 g., 4.25 mmole) in dry dimethylformamide (5 ml.) is treated with methyl iodide (581 mg., 5.5 mmole) and then allowed to stir at room temperature for 24 hours. The reaction mixture is diluted with ethyl acetate and is washed with sodium bicarbonate, water, and brine. After drying over magnesium sulfate, the solvent is evaporated and the residue is purified by flash chroma... Reactants: CC(O)=S, CC(NC(=O)N(CCO)CCC1CCCCC1)C(=O)OC(C)(C)C, [Na+], CC(C)OC(=O)N=NC(=O)OC(C)C, C1CCOC1, O=C([O-])O, c1ccc(P(c2ccccc2)c2ccccc2)cc1. Yields the product CC(=O)SCCN(CCC1CCCCC1)C(=O)NC(C)C(=O)OC(C)(C)C. As a reaction SMILES: [C:58]([CH3:59])(=[S:60])[OH:61].[CH:1]1([CH2:7][CH2:8][N:9]([C:10]([NH:11][CH:12]([C:13](=[O:14])[O:15][C:16]([CH3:17])([CH3:18])[CH3:19])[CH3:20])=[O:21])[CH2:22][CH2:23][OH:24])[CH2:2][CH2:3][CH2:4][CH2:5][CH2:6]1.[Na+:62].[O:44]=[C:45]([O:46][CH:47]([CH3:48])[CH3:49])[N:50]=[N:51][C:52]([O:53][CH:54]([CH3:55])[CH3:56])=[O:57].[O:67]1[CH2:68][CH2:69][CH2:70][CH2:71]1.[OH:63][C:64](=[O:65])[O-:66].[c:25]1([P:26]([c:27]2[cH:28][cH:29][cH:30][cH:31][cH:32]2)[c:33]2[cH:34][cH:35][cH:36][cH:37][cH:38]2)[cH:39][cH:40][cH:41][cH:42][cH:43]1>>[CH:1]1([CH2:7][CH2:8][N:9]([C:10]([NH:11][CH:12]([C:13](=[O:14])[O:15][C:16]([CH3:17])([CH3:18])[CH3:19])[CH3:20])=[O:21])[CH2:22][CH2:23][S:60][C:58]([CH3:59])=[O:61])[CH2:2][CH2:3][CH2:4][CH2:5][CH2:6]1. Reactants: CC1(C)OB(c2ccc(C(=O)O)cc2)OC1(C)C, CC1CCCN1CC1CCCN1. The product is CC1CCCN1CC1CCCN1C(=O)c1ccc(B2OC(C)(C)C(C)(C)O2)cc1. RXN SMILES: [CH3:13][C:14]1([CH3:30])[O:15][B:16]([c:21]2[cH:22][cH:23][c:24]([C:25](=[O:26])[OH:27])[cH:28][cH:29]2)[O:17][C:18]1([CH3:19])[CH3:20].[CH3:1][CH:2]1[N:3]([CH2:7][CH:8]2[NH:9][CH2:10][CH2:11][CH2:12]2)[CH2:4][CH2:5][CH2:6]1>>[CH3:1][CH:2]1[N:3]([CH2:7][CH:8]2[N:9]([C:25]([c:24]3[cH:23][cH:22][c:21]([B:16]4[O:15][C:14]([CH3:13])([CH3:30])[C:18]([CH3:19])([CH3:20])[O:17]4)[cH:29][cH:28]3)=[O:26])[CH2:10][CH2:11][CH2:12]2)[CH2:4][CH2:5][CH2:6]1.